This data is from the Open Reaction Database (ORD), a public repository of structured organic reaction records. The task is: describe an organic reaction: reactants, conditions, products, and yield Reactants: N1=C(C=NC=C1)C(=O)O (pyrazine-2-carboxylic acid), Cl.CN(CCCN=C=NCC)C (1-(3-dimethylaminopropyl)-3-ethylcarbodiimide monohydrochloride), N1=CC=CC=C1 (pyridine), N1=CC(=CC=C1)OC=1C=C(C(=CC1OC=1C=NC=CC1)N)N (4,5-bis(pyridin-3-yloxy)-benzene-1,2-diamine). Run in C(C)(=O)OCC (ethyl acetate). Conditions: time 8 hour. Product: N1=C(C=NC=C1)C1=NC2=C(N1)C=C(C(=C2)OC=2C=NC=CC2)OC=2C=NC=CC2 (2-pyrazin-2-yl-5,6-bis(pyridin-3-yloxy)-1H-benzimidazole). Reaction SMILES: [N:1]1[CH:6]=[CH:5][N:4]=[CH:3][C:2]=1[C:7](O)=O.Cl.CN(C)CCCN=C=NCC.N1C=CC=CC=1.[N:28]1[CH:33]=[CH:32][CH:31]=[C:30]([O:34][C:35]2[CH:36]=[C:37]([NH2:49])[C:38]([NH2:48])=[CH:39][C:40]=2[O:41][C:42]2[CH:43]=[N:44][CH:45]=[CH:46][CH:47]=2)[CH:29]=1>C(OCC)(=O)C>[N:1]1[CH:6]=[CH:5][N:4]=[CH:3][C:2]=1[C:7]1[NH:49][C:37]2[CH:36]=[C:35]([O:34][C:30]3[CH:29]=[N:28][CH:33]=[CH:32][CH:31]=3)[C:40]([O:41][C:42]3[CH:43]=[N:44][CH:45]=[CH:46][CH:47]=3)=[CH:39][C:38]=2[N:48]=1 |f:1.2|. Reported procedure: 7.7 mg of pyrazine-2-carboxylic acid and 20 mg of 1-(3-dimethylaminopropyl)-3-ethylcarbodiimide monohydrochloride were added to a pyridine (1 ml) solution of 15 mg of 4,5-bis(pyridin-3-yloxy)-benzene-1,2-diamine obtained in Example 1 (step 3), and the reaction liquid was stirred overnight at room temperature. The reaction liquid was diluted with ethyl acetate, washed with saturated sodium bicarbonate solution, water and saturated saline in order, and dried with anhydrous sodium sulfate. The solv...